Dataset: the Open Reaction Database (ORD), a public repository of structured organic reaction records. Task: describe an organic reaction: reactants, conditions, products, and yield The reactants are C(C1=CC=CC=C1)(=O)OC1=CC=CC=C1 (phenyl benzoate), [Sm] (samarium). Run in COCCOC (DME). Product: C(C1=CC=CC=C1)(=O)OC1=CC=CC=C1.[Sm] (phenyl benzoate samarium). Reaction SMILES: [C:1]([O:9][C:10]1[CH:15]=[CH:14][CH:13]=[CH:12][CH:11]=1)(=[O:8])[C:2]1[CH:7]=[CH:6][CH:5]=[CH:4][CH:3]=1.[Sm:16]>COCCOC>[C:1]([O:9][C:10]1[CH:15]=[CH:14][CH:13]=[CH:12][CH:11]=1)(=[O:8])[C:2]1[CH:3]=[CH:4][CH:5]=[CH:6][CH:7]=1.[Sm:16] |f:3.4|. Reported procedure: By reacting 0.85 mmole of phenyl benzoate in 6 ml of DME with 3.38 m atoms of samarium, in the conditions of example 9, a dark-brown compound (phenyl benzoate-samarium) has been obtained and treated as usually. Benzoate was quantitatively converted. The product is N#CC1CC1C(=O)c1ccc(C(F)(F)F)cc1F. Starting materials: Fc1cc(C(F)(F)F)ccc1Br, CON(C)C(=O)C1CC1C#N, [Li]CCCC, C1CCOC1, CCCCCC, ClCCl. RXN SMILES: [Br:6][c:7]1[c:8]([F:17])[cH:9][c:10]([C:13]([F:14])([F:15])[F:16])[cH:11][cH:12]1.[C:18](#[N:19])[CH:20]1[CH:21]([C:23](=[O:24])[N:25]([O:26][CH3:27])[CH3:28])[CH2:22]1.[CH2:1]([Li:2])[CH2:3][CH2:4][CH3:5].[CH2:35]1[O:36][CH2:37][CH2:38][CH2:39]1.[CH3:29][CH2:30][CH2:31][CH2:32][CH2:33][CH3:34].[Cl:40][CH2:41][Cl:42]>>[c:7]1([C:23]([CH:21]2[CH:20]([C:18]#[N:19])[CH2:22]2)=[O:24])[c:8]([F:17])[cH:9][c:10]([C:13]([F:14])([F:15])[F:16])[cH:11][cH:12]1. Starting materials: CC(C)(CCO[Si](C)(C)C(C)(C)C)CCOS(C)(=O)=O, CN(C)C=O, [N-]=[N+]=[N-], [Na+], O. The product is CC(C)(CCN=[N+]=[N-])CCO[Si](C)(C)C(C)(C)C. RXN SMILES: [C:1]([CH3:2])([CH3:3])([CH3:4])[Si:5]([O:6][CH2:7][CH2:8][C:9]([CH2:10][CH2:11][O:12][S:13]([CH3:14])(=[O:15])=[O:16])([CH3:17])[CH3:18])([CH3:19])[CH3:20].[CH3:26][N:27]([CH3:28])[CH:29]=[O:30].[N-:21]=[N+:22]=[N-:23].[Na+:24].[OH2:25]>>[C:1]([CH3:2])([CH3:3])([CH3:4])[Si:5]([O:6][CH2:7][CH2:8][C:9]([CH2:10][CH2:11][N:21]=[N+:22]=[N-:23])([CH3:17])[CH3:18])([CH3:19])[CH3:20]. Reactants: CCCCCCCCCCCCOc1ccc(CC(=O)NC(CC(=O)OCC)C(=O)OCC)cc1, CI, CN(C)C=O, [Cl-], [H-], [NH4+], [Na+]. Yields the product CCCCCCCCCCCCOc1ccc(CC(=O)N(C)C(CC(=O)OCC)C(=O)OCC)cc1. Reaction SMILES: [CH2:1]([CH2:2][CH2:3][CH2:4][CH2:5][CH2:6][CH2:7][CH2:8][CH2:9][CH2:10][CH2:11][CH3:12])[O:13][c:14]1[cH:15][cH:16][c:17]([CH2:20][C:21](=[O:22])[NH:23][CH:24]([CH2:25][C:26](=[O:27])[O:28][CH2:29][CH3:30])[C:31](=[O:32])[O:33][CH2:34][CH3:35])[cH:18][cH:19]1.[CH3:36][I:37].[CH3:42][N:43]([CH3:44])[CH:45]=[O:46].[Cl-:40].[H-:38].[NH4+:41].[Na+:39]>>[CH2:1]([CH2:2][CH2:3][CH2:4][CH2:5][CH2:6][CH2:7][CH2:8][CH2:9][CH2:10][CH2:11][CH3:12])[O:13][c:14]1[cH:15][cH:16][c:17]([CH2:20][C:21](=[O:22])[N:23]([CH:24]([CH2:25][C:26](=[O:27])[O:28][CH2:29][CH3:30])[C:31](=[O:32])[O:33][CH2:34][CH3:35])[CH3:36])[cH:18][cH:19]1. Product: C(#N)N1CCC(CC1)C1=NSC2=C1C=CC=C2 (3-(1-Cyano-4-piperidinyl)-1,2-benzisothiazole). Reaction SMILES: [N:1]#CBr.C([O-])([O-])=O.[K+].[K+].[CH3:10][N:11]1[CH2:16][CH2:15][CH:14]([C:17]2[C:21]3[CH:22]=[CH:23][CH:24]=[CH:25][C:20]=3[S:19][N:18]=2)[CH2:13][CH2:12]1>C(Cl)(Cl)Cl>[C:10]([N:11]1[CH2:16][CH2:15][CH:14]([C:17]2[C:21]3[CH:22]=[CH:23][CH:24]=[CH:25][C:20]=3[S:19][N:18]=2)[CH2:13][CH2:12]1)#[N:1] |f:1.2.3|. The yield is 108.8%. The reactants are N#CBr (CNBr), C(=O)([O-])[O-].[K+].[K+] (K2CO3), CN1CCC(CC1)C1=NSC2=C1C=CC=C2 (3-(1-methyl-4-piperidinyl)-1,2-benzisothiazole). Run in C(Cl)(Cl)Cl (CHCl3), C(Cl)(Cl)Cl (CHCl3). Procedure: To a stirred mixture of CNBr (5.9 g, 0.056 mole), K2CO3 (8.6 g) and CHCl3 (80 ml) was added dropwise 3-(1-methyl-4-piperidinyl)-1,2-benzisothiazole (11.0 g, 0.051 mole) in CHCl3 (30 ml). The mixture was stirred and refluxed for 4 hours and thereafter cooled and filtered. The filtrate was concentrated in vacuo to a solid. The solid was triturated with hexane and collected to yield 13.5 g of the desired compound. Recrystallization from MeOH--H2O (twice) yielded 4.5 g (36%) of the benzisothiazole, ... The reactants are [Br-], O=C1OCCC1[P+](c1ccccc1)(c1ccccc1)c1ccccc1, O. The product is O=C1OCCC1=P(c1ccccc1)(c1ccccc1)c1ccccc1. Reaction SMILES: [Br-:1].[O:2]=[C:3]1[O:4][CH2:5][CH2:6][CH:7]1[P+:8]([c:9]1[cH:10][cH:11][cH:12][cH:13][cH:14]1)([c:15]1[cH:16][cH:17][cH:18][cH:19][cH:20]1)[c:21]1[cH:22][cH:23][cH:24][cH:25][cH:26]1.[OH2:27]>>[O:2]=[C:3]1[O:4][CH2:5][CH2:6][C:7]1=[P:8]([c:9]1[cH:10][cH:11][cH:12][cH:13][cH:14]1)([c:15]1[cH:16][cH:17][cH:18][cH:19][cH:20]1)[c:21]1[cH:22][cH:23][cH:24][cH:25][cH:26]1. Starting materials: ClC1=CC=C(C=C1)C1=C(C(NN=C1C)=O)C1=C(C=CC=C1F)F (5-(4-chlorophenyl)-4-(2,6-difluorophenyl)-6-methyl-2H-pyridazin-3-one), P(=O)(Cl)(Cl)Cl (phosphorus oxychloride). Run at temperature 110 celsius, time 4 hour. The product is ClC=1N=NC(=C(C1C1=C(C=CC=C1F)F)C1=CC=C(C=C1)Cl)C (3-chloro-5-(4-chlorophenyl)-4-(2,6-difluorophenyl)-6-methyl pyridazine). Reaction SMILES: [Cl:1][C:2]1[CH:7]=[CH:6][C:5]([C:8]2[C:13]([CH3:14])=[N:12][NH:11][C:10](=O)[C:9]=2[C:16]2[C:21]([F:22])=[CH:20][CH:19]=[CH:18][C:17]=2[F:23])=[CH:4][CH:3]=1.P(Cl)(Cl)([Cl:26])=O>>[Cl:26][C:10]1[N:11]=[N:12][C:13]([CH3:14])=[C:8]([C:5]2[CH:6]=[CH:7][C:2]([Cl:1])=[CH:3][CH:4]=2)[C:9]=1[C:16]1[C:21]([F:22])=[CH:20][CH:19]=[CH:18][C:17]=1[F:23]. Procedure details: 7.61 g of 5-(4-chlorophenyl)-4-(2,6-difluorophenyl)-6-methyl-2H-pyridazin-3-one and 40 ml of phosphorus oxychloride were mixed and stirred at 110° C. for 4 hours. The reaction mixture was allowed to cool down to room temperature and concentrated under reduced pressure. To the residue was added ethyl acetate and ice water, and was separated to two layer. The organic layer was washed sequentially with water and saturated brine, and dried over anhydrous sodium sulfate, then, concentrated under redu... The reactants are FC1=CC=C(CN2C(C(OC(C2)(C)C)O)=O)C=C1 (4-(4-fluorobenzyl)-2-hydroxy-6,6-dimethylmorpholin-3-one), S(=O)(Cl)Cl (thionyl chloride), C1(=CC=CC=C1)P(C1=CC=CC=C1)C1=CC=CC=C1 (triphenylphosphine), FC=1C=C(C=O)C=CC1N1C=NC(=C1)C (3-fluoro-4-(4-methyl-1H-imidazol-1-yl)benzaldehyde). As a reaction SMILES: [F:1][C:2]1[CH:18]=[CH:17][C:5]([CH2:6][N:7]2[CH2:12][C:11]([CH3:14])([CH3:13])[O:10][CH:9](O)[C:8]2=[O:16])=[CH:4][CH:3]=1.S(Cl)(Cl)=O.C1(P(C2C=CC=CC=2)C2C=CC=CC=2)C=CC=CC=1.[F:42][C:43]1[CH:44]=[C:45]([CH:48]=[CH:49][C:50]=1[N:51]1[CH:55]=[C:54]([CH3:56])[N:53]=[CH:52]1)[CH:46]=O>>[F:1][C:2]1[CH:18]=[CH:17][C:5]([CH2:6][N:7]2[CH2:12][C:11]([CH3:14])([CH3:13])[O:10]/[C:9](=[CH:46]\[C:45]3[CH:48]=[CH:49][C:50]([N:51]4[CH:55]=[C:54]([CH3:56])[N:53]=[CH:52]4)=[C:43]([F:42])[CH:44]=3)/[C:8]2=[O:16])=[CH:4][CH:3]=1. The product is FC1=CC=C(CN2C(/C(/OC(C2)(C)C)=C/C2=CC(=C(C=C2)N2C=NC(=C2)C)F)=O)C=C1 ((Z)-4-(4-fluorobenzyl)-2-[1-[3-fluoro-4-(4-methyl-1H-imidazol-1-yl)phenyl]methylidene]-6,6-dimethyl morpholin-3-one). Procedure details: 44.7 mg of the title compound was obtained from 4-(4-fluorobenzyl)-2-hydroxy-6,6-dimethylmorpholin-3-one, thionyl chloride, triphenylphosphine, and 3-fluoro-4-(4-methyl-1H-imidazol-1-yl)benzaldehyde in the same manner as in Example 7. The reactants are [BH4-].[Na+] (Sodium borohydride), C(C)NC(=O)C1=NOC(=C1NCC1=CC(=NO1)C(=O)OC)C1=C(C=C(C(=C1)Cl)O)O (methyl 5-((3-(ethylcarbamoyl)-5-(5-chloro-2,4-dihydroxyphenyl) isoxazol-4-ylamino)methyl)isoxazole-3-carboxylate), Cl (HCl). The solvent is O (H2O), CCO (EtOH). Conditions: time 30 minute. Product: OCC1=NOC(=C1)CNC=1C(=NOC1C1=C(C=C(C(=C1)Cl)O)O)C(=O)NCC (4-((3-(hydroxymethyl)isoxazol-5-yl)methylamino)-5-(5-chloro-2,4-dihydroxyphenyl)-N-ethylisoxazole-3-carboxamide). As a reaction SMILES: [BH4-].[Na+].[CH2:3]([NH:5][C:6]([C:8]1[C:12]([NH:13][CH2:14][C:15]2[O:19][N:18]=[C:17]([C:20](OC)=[O:21])[CH:16]=2)=[C:11]([C:24]2[CH:29]=[C:28]([Cl:30])[C:27]([OH:31])=[CH:26][C:25]=2[OH:32])[O:10][N:9]=1)=[O:7])[CH3:4].Cl>CCO.O>[OH:21][CH2:20][C:17]1[CH:16]=[C:15]([CH2:14][NH:13][C:12]2[C:8]([C:6]([NH:5][CH2:3][CH3:4])=[O:7])=[N:9][O:10][C:11]=2[C:24]2[CH:29]=[C:28]([Cl:30])[C:27]([OH:31])=[CH:26][C:25]=2[OH:32])[O:19][N:18]=1 |f:0.1|. Procedure details: Sodium borohydride (2 eq) was added portionwise at 0° C. to a solution of methyl 5-((3-(ethylcarbamoyl)-5-(5-chloro-2,4-dihydroxyphenyl) isoxazol-4-ylamino)methyl)isoxazole-3-carboxylate (0.34 mmol, 150 mg) in EtOH 95% (5 ml). After 30 min, few drops of a 5% HCl solution were added to the mixture and the solvent was evaporated under vacuo. The crude reaction mixture was diluted with H2O (10 ml) and extracted with AcOEt (2×10 ml). The combined organic phases were washed with brine, dried and filt... Reactants: CN(C)Cc1nc(CSCCN)cs1, COC1=NS(=O)N=C1OC, COC1=NS(=O)N=C1NCCSCc1csc(CN(C)C)n1, CNC. The product is CN(C)Cc1nc(CSCCNC2=NS(=O)N=C2N(C)C)cs1. RXN SMILES: [CH3:11][N:12]([CH3:13])[CH2:14][c:15]1[s:16][cH:17][c:18]([CH2:19][S:20][CH2:21][CH2:22][NH2:23])[n:24]1.[CH3:1][O:2][C:3]1=[N:10][S:8](=[O:9])[N:7]=[C:4]1[O:5][CH3:6].[CH3:25][N:26]([CH3:27])[CH2:28][c:29]1[s:30][cH:31][c:32]([CH2:34][S:35][CH2:36][CH2:37][NH:38][C:39]2=[N:40][S:41](=[O:46])[N:42]=[C:43]2[O:44][CH3:45])[n:33]1.[CH3:47][NH:48][CH3:49]>>[CH3:11][N:12]([CH3:13])[C:43]1=[N:42][S:41](=[O:46])[N:40]=[C:39]1[NH:38][CH2:37][CH2:36][S:35][CH2:34][c:32]1[cH:31][s:30][c:29]([CH2:28][N:26]([CH3:25])[CH3:27])[n:33]1.